This data is from the Open Reaction Database (ORD), a public repository of structured organic reaction records. The task is: describe an organic reaction: reactants, conditions, products, and yield The reactants are FC=1C=C(C=CC1)[C@@H]([C@H]1CN(CCC1)C(=O)OC(C)(C)C)OCCOS(=O)(=O)C ((R)-tert-Butyl 3-((R)-(3-fluorophenyl)(2-(methylsulfonyloxy)ethoxy)methyl)piperidine-1-carboxylate), CN(C)C=O (DMF), [N-]=[N+]=[N-].[Na+] (NaN3). The solvent is CCOC(=O)C (EtOAc). The product is N(=[N+]=[N-])CCO[C@H]([C@H]1CN(CCC1)C(=O)OC(C)(C)C)C1=CC(=CC=C1)F ((R)-tert-butyl 3-((R)-(2-azidoethoxy)(3-fluorophenyl)methyl)piperidine-1-carboxylate). Isolated yield 99.1%. As a reaction SMILES: [F:1][C:2]1[CH:3]=[C:4]([C@H:8]([O:22][CH2:23][CH2:24]OS(C)(=O)=O)[C@@H:9]2[CH2:14][CH2:13][CH2:12][N:11]([C:15]([O:17][C:18]([CH3:21])([CH3:20])[CH3:19])=[O:16])[CH2:10]2)[CH:5]=[CH:6][CH:7]=1.CN(C=O)C.[N-:35]=[N+:36]=[N-:37].[Na+]>CCOC(C)=O>[N:35]([CH2:24][CH2:23][O:22][C@@H:8]([C:4]1[CH:5]=[CH:6][CH:7]=[C:2]([F:1])[CH:3]=1)[C@@H:9]1[CH2:14][CH2:13][CH2:12][N:11]([C:15]([O:17][C:18]([CH3:21])([CH3:20])[CH3:19])=[O:16])[CH2:10]1)=[N+:36]=[N-:37] |f:2.3|. Procedure: (R)-tert-Butyl 3-((R)-(3-fluorophenyl)(2-(methylsulfonyloxy)ethoxy)methyl)piperidine-1-carboxylate (13.8 g, 32 mmol) was dissolved into anhydrous DMF (150 mL), solid NaN3 (6.1 g, 96 mmol, 3 eq) was added and the reaction mixture was heated to 80° for overnight. The reaction mixture was cooled to rt and then was added with EtOAc (500 mL), the organic phase was washed with water (3×100 mL) and brine (2×80 mL), dried over Na2SO4 and concentrated in vacuo to give crude (R)-tert-butyl 3-((R)-(2-azido... The reactants are C[Si](C1=C(COC2=CC=C(C=C2)C(C(=O)OCC)(O)C)C=CC=C1)(C)C (ethyl 2-(4-(2-trimethylsilylbenzyloxy)phenyl)lactate), C(=O)(N1C=NC=C1)N1C=NC=C1 (1,1'-carbonyldiimidazole), C1(=CC=CC=C1)NN (PhNHNH2), C(C)(=O)O (acetic acid). Solvent: C(Cl)Cl (CH2Cl2), C(Cl)Cl (CH2Cl2), C(C)OCC (diethyl ether). Run at time 60 hour. The product is CC1(C(N(C(O1)=O)NC1=CC=CC=C1)=O)C1=CC=C(C=C1)OCC1=C(C=CC=C1)[Si](C)(C)C (5-methyl-3(phenylamino)-5[4-[[2-(trimethylsilyl)phenyl]-methoxy]phenyl]-2,4-oxazolidinedione). Reaction SMILES: [CH3:1][Si:2]([CH3:26])([CH3:25])[C:3]1[CH:24]=[CH:23][CH:22]=[CH:21][C:4]=1[CH2:5][O:6][C:7]1[CH:12]=[CH:11][C:10]([C:13]([CH3:20])([OH:19])[C:14](OCC)=[O:15])=[CH:9][CH:8]=1.[C:27](N1C=CN=C1)(N1C=CN=C1)=[O:28].[C:39]1([NH:45][NH2:46])[CH:44]=[CH:43][CH:42]=[CH:41][CH:40]=1.C(O)(=O)C>C(Cl)Cl.C(OCC)C>[CH3:20][C:13]1([C:10]2[CH:9]=[CH:8][C:7]([O:6][CH2:5][C:4]3[CH:21]=[CH:22][CH:23]=[CH:24][C:3]=3[Si:2]([CH3:1])([CH3:26])[CH3:25])=[CH:12][CH:11]=2)[O:19][C:27](=[O:28])[N:46]([NH:45][C:39]2[CH:44]=[CH:43][CH:42]=[CH:41][CH:40]=2)[C:14]1=[O:15]. Reported procedure: A solution of ethyl 2-(4-(2-trimethylsilylbenzyloxy)phenyl)lactate (0.93 g, 2.5 mmol) in CH2Cl2 (15 mL) was treated with 1,1'-carbonyldiimidazole (0.53 g, 3.3 mmol) and the resulting mixture was heated overnight. The resulting solution was diluted with diethyl ether (45 mL) and washed with H2O (two-times with 15 mL), brine (15 mL), dried (MgSO4) and concentrated under vacuum. The residue was dissolved in CH2Cl2 and to the solution was added PhNHNH2 (0.46 g, 4.3 mmol) and acetic acid (0.24 mL, 4.... The reactants are COc1cccc(-c2cccc(-n3cnc4cc([N+](=O)[O-])ccc43)c2)c1, CCO, Cl, N. RXN SMILES: [CH3:1][O:2][c:3]1[cH:4][c:5](-[c:9]2[cH:10][c:11](-[n:15]3[cH:16][n:17][c:18]4[c:19]3[cH:20][cH:21][c:22]([N+:24]([O-:25])=[O:26])[cH:23]4)[cH:12][cH:13][cH:14]2)[cH:6][cH:7][cH:8]1.[CH3:29][CH2:30][OH:31].[ClH:27].[NH3:28]>>[CH3:1][O:2][c:3]1[cH:4][c:5](-[c:9]2[cH:10][c:11](-[n:15]3[cH:16][n:17][c:18]4[c:19]3[cH:20][cH:21][c:22]([NH2:24])[cH:23]4)[cH:12][cH:13][cH:14]2)[cH:6][cH:7][cH:8]1.[ClH:27]. Yields the product COc1cccc(-c2cccc(-n3cnc4cc(N)ccc43)c2)c1, Cl. Starting materials: FC(C(=O)O)(F)F (trifluoroacetic acid), FC(S(=O)(=O)O)(F)F (trifluoromethanesulfonic acid), COC1=CC=C(CS[C@H]2C[C@H](N(C2)C(=O)OCC2=CC=C(C=C2)[N+](=O)[O-])C(=O)N2CCN(CC2)C=NC(=O)OCC2=CC=C(C=C2)[N+](=O)[O-])C=C1 ((2S,4S)-4-(4-methoxybenzylthio)-2-[4-(N-4-nitrobenzyloxycarbonylformimidoyl)piperazin-1-ylcarbonyl]-1-(4-nitrobenzyloxycarbonyl)pyrrolidine). The solvent is C1(=CC=CC=C1)OC (anisole). Run at time 1 hour. Product: FC(S(=O)(=O)O)(F)F.S[C@H]1C[C@H](N(C1)C(=O)OCC1=CC=C(C=C1)[N+](=O)[O-])C(=O)N1CCN(CC1)C=NC(=O)OCC1=CC=C(C=C1)[N+](=O)[O-] ((2S,4S)-4-mercapto-2-[4-(N-4-nitrobenzyloxycarbonylformimidoyl)piperazin-1-ylcarbonyl]-1-(4-nitrobenzyloxycarbonyl)pyrrolidine trifluoromethanesulfonate). RXN SMILES: FC(F)(F)C(O)=O.[F:8][C:9]([F:15])([F:14])[S:10]([OH:13])(=[O:12])=[O:11].COC1C=CC(C[S:23][C@@H:24]2[CH2:28][N:27]([C:29]([O:31][CH2:32][C:33]3[CH:38]=[CH:37][C:36]([N+:39]([O-:41])=[O:40])=[CH:35][CH:34]=3)=[O:30])[C@H:26]([C:42]([N:44]3[CH2:49][CH2:48][N:47]([CH:50]=[N:51][C:52]([O:54][CH2:55][C:56]4[CH:61]=[CH:60][C:59]([N+:62]([O-:64])=[O:63])=[CH:58][CH:57]=4)=[O:53])[CH2:46][CH2:45]3)=[O:43])[CH2:25]2)=CC=1>C1(OC)C=CC=CC=1>[F:8][C:9]([F:15])([F:14])[S:10]([OH:13])(=[O:12])=[O:11].[SH:23][C@@H:24]1[CH2:28][N:27]([C:29]([O:31][CH2:32][C:33]2[CH:34]=[CH:35][C:36]([N+:39]([O-:41])=[O:40])=[CH:37][CH:38]=2)=[O:30])[C@H:26]([C:42]([N:44]2[CH2:45][CH2:46][N:47]([CH:50]=[N:51][C:52]([O:54][CH2:55][C:56]3[CH:57]=[CH:58][C:59]([N+:62]([O-:64])=[O:63])=[CH:60][CH:61]=3)=[O:53])[CH2:48][CH2:49]2)=[O:43])[CH2:25]1 |f:4.5|. Procedure details: 15 ml of trifluoroacetic acid and 460 μl of trifluoromethanesulfonic acid were added to a solution of 2.50 g of (2S,4S)-4-(4-methoxybenzylthio)-2-[4-(N-4-nitrobenzyloxycarbonylformimidoyl)piperazin-1-ylcarbonyl]-1-(4-nitrobenzyloxycarbonyl)pyrrolidine [prepared as described in step (i) above] in 3 ml of anisole, and the resulting mixture was stirred for 1 hour, whilst ice-cooling. The solvent was removed by distillation under reduced pressure, and the resulting residue was washed with diethyl et... Starting materials: C(C)(C)(C)C=1C=C(C=O)C=C(C1OCOCCOC)C(C)(C)C (3,5-di-tert-butyl-4-(2-methoxy)ethoxymethoxybenzaldehyde), C(C)(C)(C)NO (tert-butylhydroxylamine). The solvent is C1=CC=CC=C1 (benzene). Product: COCCOCOC1=C(C=C(C=C1C(C)(C)C)C=[N+]([O-])C(C)(C)C)C(C)(C)C (α-[4-(2-Methoxy)ethoxymethoxy-3,5-di-tert-butylphenyl]-N-tert-butylnitrone). Reaction SMILES: [C:1]([C:5]1[CH:6]=[C:7]([CH:10]=[C:11]([C:20]([CH3:23])([CH3:22])[CH3:21])[C:12]=1[O:13][CH2:14][O:15][CH2:16][CH2:17][O:18][CH3:19])[CH:8]=O)([CH3:4])([CH3:3])[CH3:2].[C:24]([NH:28][OH:29])([CH3:27])([CH3:26])[CH3:25]>C1C=CC=CC=1>[CH3:19][O:18][CH2:17][CH2:16][O:15][CH2:14][O:13][C:12]1[C:11]([C:20]([CH3:22])([CH3:21])[CH3:23])=[CH:10][C:7]([CH:8]=[N+:28]([C:24]([CH3:27])([CH3:26])[CH3:25])[O-:29])=[CH:6][C:5]=1[C:1]([CH3:3])([CH3:2])[CH3:4]. Reported procedure: The title compound was prepared in benzene with 3,5-di-tert-butyl-4-(2-methoxy)ethoxymethoxybenzaldehyde and tert-butylhydroxylamine using the procedure described in Example 16. The title compound was isolated (70.1% yield) as a white solid, m.p. 169.6-173.5° C.